Task: describe an organic reaction: reactants, conditions, products, and yield. Dataset: the Open Reaction Database (ORD), a public repository of structured organic reaction records Reactants: BrC1=C(C=O)C=CC=C1 (2-Bromobenzaldehyde), ClC1=CC=C(C=C1)B(O)O (4-chlorophenyl boronic acid), C([O-])([O-])=O.[K+].[K+] (potassium carbonate). Reagents/catalysts: [I-].C(CCC)[N+](CCCC)(CCCC)CCCC (tetrabutylammonium iodide), C(C)(=O)[O-].[Pd+2].C(C)(=O)[O-] (palladium acetate). The solvent is CC(=O)C.O (acetone water). Reaction conditions: temperature 40 celsius, time 30 minute. Product: intermediate c, ClC1=CC=C(C=C1)C=1C(=CC=CC1)C=O (4′-chloro-biphenyl-2-carbaldehyde). Isolated yield 76.0%. RXN SMILES: Br[C:2]1[CH:9]=[CH:8][CH:7]=[CH:6][C:3]=1[CH:4]=[O:5].[Cl:10][C:11]1[CH:16]=[CH:15][C:14](B(O)O)=[CH:13][CH:12]=1.C(=O)([O-])[O-].[K+].[K+]>[I-].C([N+](CCCC)(CCCC)CCCC)CCC.C([O-])(=O)C.[Pd+2].C([O-])(=O)C.CC(C)=O.O>[Cl:10][C:11]1[CH:16]=[CH:15][C:14]([C:2]2[C:3]([CH:4]=[O:5])=[CH:6][CH:7]=[CH:8][CH:9]=2)=[CH:13][CH:12]=1 |f:2.3.4,5.6,7.8.9,10.11|. Procedure details: 2-Bromobenzaldehyde a (19 mmol), 4-chlorophenyl boronic acid b (19 mmol), tetrabutylammonium iodide (0.19 mmol), potassium carbonate (57 mmol) and palladium acetate (0.12 mmol) in mixture of acetone/water (25 ml/25 ml) was stirred at 40° C. for 30 mins. The mixture was partitioned between ethyl acetate and water and the layers were separated. The organic layer was dried (MgSO4) and concentrated in vacuo. The resulting residue was applied to silica chromatography gradient eluting with 100% petrol... The product is BrC1=CC2=C(N=C(OC2)NC2COC3=C2C(=CC=C3)OC)C=C1 (rac-(6-Bromo-4H-benzo[d][1,3]oxazin-2-yl)-(4-methoxy-2,3-dihydro-benzofuran-3-yl)-amine). Reactants: BrC=1C=CC(=C(CO[Si](C)(C)C(C)(C)C)C1)N=C=S ((5-bromo-2-isothiocyanato-benzyloxy)-tert-butyl-dimethyl-silane), COC1=CC=CC2=C1C(CO2)N (rac-4-Methoxy-2,3-dihydro-benzofuran-3-ylamine). Reported procedure: Prepared from (5-bromo-2-isothiocyanato-benzyloxy)-tert-butyl-dimethyl-silane (Example 32, step B) (4.0 g, 11.2 mmol) and rac-4-methoxy-2,3-dihydro-benzofuran-3-ylamine (Example 5, step B) (1.84 g, 11.2 mmol) according to the procedure described for Example 1. Obtained the title compound as a white solid (2.09 g, 50%), m.p. 132.5° C.; MS (ISP) m/e=375.1 [(M+H)+]. Isolated yield 49.7%. Reaction SMILES: [Br:1][C:2]1[CH:3]=[CH:4][C:5]([N:17]=[C:18]=S)=[C:6]([CH:16]=1)[CH2:7][O:8][Si](C(C)(C)C)(C)C.[CH3:20][O:21][C:22]1[C:27]2[CH:28]([NH2:31])[CH2:29][O:30][C:26]=2[CH:25]=[CH:24][CH:23]=1>>[Br:1][C:2]1[CH:3]=[CH:4][C:5]2[N:17]=[C:18]([NH:31][CH:28]3[C:27]4[C:22]([O:21][CH3:20])=[CH:23][CH:24]=[CH:25][C:26]=4[O:30][CH2:29]3)[O:8][CH2:7][C:6]=2[CH:16]=1. Starting materials: O (water), ClCCS(=O)(=O)CC1=CC=CC=2C(C(=C(OC21)C2=CC=CC=C2)C)=O (8-(2-Chloroethylsulfonylmethyl)-3-methyl-4-oxo-2-phenyl-4H-1-benzopyran), COC1=C(C=CC=C1)N1CCNCC1 (1-(2-methoxyphenyl)-piperazine), C([O-])([O-])=O.[K+].[K+] (potassium carbonate). Run in CN(C=O)C (dimethylformamide). Conditions: time 2.5 hour. Yields the product Cl.COC1=C(C=CC=C1)N1CCN(CC1)CCS(=O)(=O)CC1=CC=CC=2C(C(=C(OC21)C2=CC=CC=C2)C)=O (8-{2-[4-(2-Methoxyphenyl)-1-piperazinyl]-ethylsulfonylmethyl}-3-methyl-4-oxo-2-phenyl-4H-1-benzopyran hydrochloride). Yield: 64.7%. RXN SMILES: [Cl:1][CH2:2][CH2:3][S:4]([CH2:7][C:8]1[C:17]2[O:16][C:15]([C:18]3[CH:23]=[CH:22][CH:21]=[CH:20][CH:19]=3)=[C:14]([CH3:24])[C:13](=[O:25])[C:12]=2[CH:11]=[CH:10][CH:9]=1)(=[O:6])=[O:5].[CH3:26][O:27][C:28]1[CH:33]=[CH:32][CH:31]=[CH:30][C:29]=1[N:34]1[CH2:39][CH2:38][NH:37][CH2:36][CH2:35]1.C(=O)([O-])[O-].[K+].[K+].O>CN(C)C=O>[ClH:1].[CH3:26][O:27][C:28]1[CH:33]=[CH:32][CH:31]=[CH:30][C:29]=1[N:34]1[CH2:39][CH2:38][N:37]([CH2:2][CH2:3][S:4]([CH2:7][C:8]2[C:17]3[O:16][C:15]([C:18]4[CH:23]=[CH:22][CH:21]=[CH:20][CH:19]=4)=[C:14]([CH3:24])[C:13](=[O:25])[C:12]=3[CH:11]=[CH:10][CH:9]=2)(=[O:6])=[O:5])[CH2:36][CH2:35]1 |f:2.3.4,7.8|. Procedure details: A mixture of 4.5 g of Intermediate XXV, 2.36 g of 1-(2-methoxyphenyl)-piperazine and 0.84 g of potassium carbonate in 45 ml of anhydrous dimethylformamide was stirred at ambient temperature for 2.5 hours. The reaction mixture was poured into 300 ml of water and filtered under suction, washing with water. The solid base was crystallized from ethanol and had a melting point of 143°-146° C. The crystals were dissolved in 1,2-dichloroethane and acidified with ethanolic hydrogen chloride. 4.4 g of th... The reactants are C1(=CC=CC=C1)C1=C(C(=NO1)C1=NC(=NO1)C1=CC=C(C=C1)CCO)CCC (2-(4-(5-(5-phenyl-4-propylisoxazol-3-yl)-1,2,4-oxadiazol-3-yl)phenyl)ethanol), P(Br)(Br)Br (phosphorus tribromide). Solvent: ClCCCl (DCE), C(Cl)Cl (DCM), ClCCl (dichloromethane). Run at temperature 70 celsius. The product is BrCCC1=CC=C(C=C1)C1=NOC(=N1)C1=NOC(=C1CCC)C1=CC=CC=C1 (3-(4-(2-bromoethyl)phenyl)-5-(5-phenyl-4-propylisoxazol-3-yl)-1,2,4-oxadiazole). Reaction SMILES: [C:1]1([C:7]2[O:11][N:10]=[C:9]([C:12]3[O:16][N:15]=[C:14]([C:17]4[CH:22]=[CH:21][C:20]([CH2:23][CH2:24]O)=[CH:19][CH:18]=4)[N:13]=3)[C:8]=2[CH2:26][CH2:27][CH3:28])[CH:6]=[CH:5][CH:4]=[CH:3][CH:2]=1.P(Br)(Br)[Br:30]>ClCCCl.ClCCl>[Br:30][CH2:24][CH2:23][C:20]1[CH:21]=[CH:22][C:17]([C:14]2[N:13]=[C:12]([C:9]3[C:8]([CH2:26][CH2:27][CH3:28])=[C:7]([C:1]4[CH:6]=[CH:5][CH:4]=[CH:3][CH:2]=4)[O:11][N:10]=3)[O:16][N:15]=2)=[CH:18][CH:19]=1. Procedure details: To a mixture of 2-(4-(5-(5-phenyl-4-propylisoxazol-3-yl)-1,2,4-oxadiazol-3-yl)phenyl)ethanol (400 mg, 1.065 mmol) in DCE (20 mL) was added phosphorus tribromide in DCM (1.065 mL, 1.065 mmol). The reaction mixture was heated at 70° C. overnight. The reaction mixture was diluted with dichloromethane and washed with 1N NaOH. The organic layer was dried MgSO4, filtered, and concentrated. The crude material was purified on a 40 gram silica column and eluting with EtOAc/Hex (0-50% gradient over 20 min... Reactants: C(Cl)(Cl)Cl (chloroform), OC1=CC=C2C3=C(C(NC2=C1)=O)C1=C(O3)C=CC=C1 (3-hydroxy-5H-benzofuro[3,2-c]quinolin-6-one), Cl.CN(CCCl)C (2-dimethylaminoethyl chloride hydrochloride), C([O-])(O)=O.[Na+] (sodium bicarbonate). Solvent: O (water), CN(C=O)C (N,N-dimethylformamide). Run at temperature 120 celsius, time 16 hour. Yields the product CN(CCOC1=CC=C2C3=C(C(NC2=C1)=O)C1=C(O3)C=CC=C1)C (3-(2-dimethylaminoethoxy)-5H-benzofuro[3,2-c]quinolin-6-one). Isolated yield 133.6%. Reaction SMILES: [OH:1][C:2]1[CH:11]=[C:10]2[C:5]([C:6]3[O:15][C:14]4[CH:16]=[CH:17][CH:18]=[CH:19][C:13]=4[C:7]=3[C:8](=[O:12])[NH:9]2)=[CH:4][CH:3]=1.Cl.[CH3:21][N:22]([CH3:26])[CH2:23][CH2:24]Cl.C(=O)(O)[O-].[Na+].C(Cl)(Cl)Cl>CN(C)C=O.O>[CH3:21][N:22]([CH3:26])[CH2:23][CH2:24][O:1][C:2]1[CH:11]=[C:10]2[C:5]([C:6]3[O:15][C:14]4[CH:16]=[CH:17][CH:18]=[CH:19][C:13]=4[C:7]=3[C:8](=[O:12])[NH:9]2)=[CH:4][CH:3]=1 |f:1.2,3.4|. Procedure: In dry N,N-dimethylformamide was dissolved 6.0 g of 3-hydroxy-5H-benzofuro[3,2-c]quinolin-6-one, and 1.1 g of 2-dimethylaminoethyl chloride hydrochloride and 6.02 g of sodium bicarbonate were added to the solution. The mixture was stirred for 16 hours at 120° C. Into the reaction mixture were poured chloroform and water, and the insolved materials were filtered out. The organic layer was washed with water, dried over magnesium sulfate anhydride, and evaporated under reduced pressure. The residue... Starting materials: C(C1=CC=CC=C1)O[C@H]1C(O)O[C@@H]([C@H]([C@@H]1OCC1=CC=CC=C1)OCC1=CC=CC=C1)COCC1=CC=CC=C1 (2,3,4,6-tetra-O-benzyl-glucopyranose), COC(C)(C)C (MTB), C1CCC2=NCCCN2CC1 (DBU), C(C)(C)(C)OC(=O)CCCCCOS(=O)(=O)C1=CC=C(C)C=C1 (5-tosyloxy-pentanecarboxylic acid-tert-butyl ester). The reagents and catalysts are [Cl-].C(CCC)[N+](CCCC)(CCCC)CCCC (tetrabutylammonium chloride). The solvent is C(C)OCOCC (diethoxymethane). Reaction conditions: temperature 0 celsius. The product is C(C1=CC=CC=C1)O[C@H]1C(OCC(=O)O)O[C@@H]([C@H]([C@@H]1OCC1=CC=CC=C1)OCC1=CC=CC=C1)COCC1=CC=CC=C1 (2,3,4,6-Tetra-O-benzyl-1-O-carboxymethyl-glucopyranose). Reaction SMILES: [CH2:1]([O:8][C@@H:9]1[C@@H:15]([O:16][CH2:17][C:18]2[CH:23]=[CH:22][CH:21]=[CH:20][CH:19]=2)[C@H:14]([O:24][CH2:25][C:26]2[CH:31]=[CH:30][CH:29]=[CH:28][CH:27]=2)[C@@H:13]([CH2:32][O:33][CH2:34][C:35]2[CH:40]=[CH:39][CH:38]=[CH:37][CH:36]=2)[O:12][CH:10]1[OH:11])[C:2]1[CH:7]=[CH:6][CH:5]=[CH:4][CH:3]=1.C1CCN2C(=NCCC2)CC1.C([O:56][C:57]([CH2:59]CCCCOS(C1C=CC(C)=CC=1)(=O)=O)=[O:58])(C)(C)C.COC(C)(C)C>[Cl-].C([N+](CCCC)(CCCC)CCCC)CCC.C(OCOCC)C>[CH2:1]([O:8][C@@H:9]1[C@@H:15]([O:16][CH2:17][C:18]2[CH:23]=[CH:22][CH:21]=[CH:20][CH:19]=2)[C@H:14]([O:24][CH2:25][C:26]2[CH:27]=[CH:28][CH:29]=[CH:30][CH:31]=2)[C@@H:13]([CH2:32][O:33][CH2:34][C:35]2[CH:36]=[CH:37][CH:38]=[CH:39][CH:40]=2)[O:12][CH:10]1[O:11][CH2:59][C:57]([OH:58])=[O:56])[C:2]1[CH:3]=[CH:4][CH:5]=[CH:6][CH:7]=1 |f:4.5|. Procedure: A mixture that consists of 54.1 g (100 mmol) of 2,3,4,6-tetra-O-benzyl-glucopyranose, 1.39 g (5 mmol) of tetrabutylammonium chloride and 15.22 g (100 mmol) of DBU in 300 ml of diethoxymethane is cooled to 0° C. At 0° C., 78 g (150 mmol) of 5-tosyloxy-pentanecarboxylic acid-tert-butyl ester, dissolved in 40 ml of tetrahydrofaran, is added in drops over 30 minutes while being stirred vigorously. It is stirred for 3 hours at 0° C. 300 ml of MTB (methyl-tert-butyl ether) is added, solid is filtered ...